Dataset: the Open Reaction Database (ORD), a public repository of structured organic reaction records. Task: describe an organic reaction: reactants, conditions, products, and yield Starting materials: salt, ClC(=O)OCC (ethyl chloroformate), NCC1=CC=C(C=C1)CC(=O)O (4-aminomethylphenylacetic acid), C(CC(=O)C)(=O)OC (methyl acetoacetate), NC1[C@@H]2N(C(C(S2)(C)C)C2=NN=NN2)C1=O (6-Amino-2,2-dimethyl-3-(5-tetrazolyl)penam), [OH-].[Na+] (sodium hydroxide). Reagents/catalysts: CN1CCOCC1 (N-methylmorpholine). Solvent: O1CCCC1 (tetrahydrofuran), O (water), O1CCCC1 (tetrahydrofuran). Reaction conditions: time 60 minute. Product: COC(=O)C(C=C)NCC1=CC=C(C=C1)CC(=O)[O-].[Na+] (Sodium 4-[(1-methoxycarbonyl-2-propenyl)aminomethyl]phenylacetate), NCC1=CC=C(C=C1)CC(=O)NC1[C@@H]2N(C(C(S2)(C)C)C2=NN=NN2)C1=O (6-(2-[4-Aminomethylphenyl]acetamido)-2,2-dimethyl-3-(5-tetrazolyl)penam). The yield is 11.0%. Reaction SMILES: [NH2:1][CH2:2][C:3]1[CH:8]=[CH:7][C:6]([CH2:9][C:10]([OH:12])=[O:11])=[CH:5][CH:4]=1.[C:13]([O:19][CH3:20])(=[O:18])[CH2:14][C:15]([CH3:17])=O.ClC(OCC)=O.[NH2:27][CH:28]1[C:41](=[O:42])[N:30]2[CH:31]([C:36]3[NH:40][N:39]=[N:38][N:37]=3)[C:32]([CH3:35])([CH3:34])[S:33][C@H:29]12.[OH-].[Na+:44]>CN1CCOCC1.O.O1CCCC1>[CH3:20][O:19][C:13]([CH:14]([NH:1][CH2:2][C:3]1[CH:8]=[CH:7][C:6]([CH2:9][C:10]([O-:12])=[O:11])=[CH:5][CH:4]=1)[CH:15]=[CH2:17])=[O:18].[Na+:44].[NH2:1][CH2:2][C:3]1[CH:4]=[CH:5][C:6]([CH2:9][C:10]([NH:27][CH:28]2[C:41](=[O:42])[N:30]3[CH:31]([C:36]4[NH:37][N:38]=[N:39][N:40]=4)[C:32]([CH3:34])([CH3:35])[S:33][C@H:29]23)=[O:12])=[CH:7][CH:8]=1 |f:4.5,9.10|. Procedure details: Sodium 4-[(1-methoxycarbonyl-2-propenyl)aminomethyl]phenylacetate is prepared from 4-aminomethylphenylacetic acid [Zaugg and Horrom, J. Am. Chem. Soc., 80, 4317 (1958)] and methyl acetoacetate by the method described by Dane and Dockner [Chem. Ber., 98, 789, (1965)]. A suspension of this salt (2.15 g, 7.5 mmole), 7 drops of N-methylmorpholine and 100 ml. of tetrahydrofuran is stirred at -20° C.; ethyl chloroformate (0.81 g. 7.5 mmole) is added and the mixture is stirred for 60 minutes. 6-Amino-2... Reactants: CCOC(=O)C(N)CS, CC(=O)[O-], CC(C)=O, Cn1c(C(F)(F)F)cc(=O)n(-c2ccc3snc(C=O)c3c2)c1=O, CC(C)=O, Cl, [K+], O. Yields the product CCOC(=O)C1CSC(c2nsc3ccc(-n4c(=O)cc(C(F)(F)F)n(C)c4=O)cc23)N1. As a reaction SMILES: [CH2:2]([CH3:3])[O:4][C:5]([CH:6]([NH2:7])[CH2:8][SH:9])=[O:10].[CH3:12][C:13](=[O:14])[O-:15].[CH3:17][C:18]([CH3:19])=[O:20].[CH3:21][n:22]1[c:23](=[O:44])[n:24](-[c:33]2[cH:34][cH:35][c:36]3[c:37]([c:38]([CH:41]=[O:42])[n:39][s:40]3)[cH:43]2)[c:25](=[O:32])[cH:26][c:27]1[C:28]([F:29])([F:30])[F:31].[CH3:45][C:46](=[O:47])[CH3:48].[ClH:1].[K+:11].[OH2:16]>>[CH2:2]([CH3:3])[O:4][C:5]([CH:6]1[NH:7][CH:41]([c:38]2[c:37]3[c:36]([cH:35][cH:34][c:33](-[n:24]4[c:23](=[O:44])[n:22]([CH3:21])[c:27]([C:28]([F:29])([F:30])[F:31])[cH:26][c:25]4=[O:32])[cH:43]3)[s:40][n:39]2)[S:9][CH2:8]1)=[O:10]. The reactants are C1CCOC1, [Li]CCCC, CCOC(=O)c1cc(C)cc(C)c1, CC#N, [Na+], [OH-]. Product: Cc1cc(C)cc(C(=O)CC#N)c1. As a reaction SMILES: [CH2:24]1[O:25][CH2:26][CH2:27][CH2:28]1.[CH2:4]([Li:5])[CH2:6][CH2:7][CH3:8].[CH2:9]([O:11][C:12](=[O:10])[c:13]1[cH:14][c:15]([CH3:20])[cH:16][c:17]([CH3:19])[cH:18]1)[CH3:21].[CH3:1][C:2]#[N:3].[Na+:23].[OH-:22]>>[CH2:1]([C:2]#[N:3])[C:12](=[O:11])[c:13]1[cH:14][c:15]([CH3:20])[cH:16][c:17]([CH3:19])[cH:18]1. Reactants: Brc1cccc2cc(C3=CN4CCC3CC4)oc12, CO, CO, N, N. Product: Nc1cccc2cc(C3=CN4CCC3CC4)oc12. As a reaction SMILES: [Br:1][c:2]1[cH:3][cH:4][cH:5][c:6]2[cH:7][c:8]([C:11]3=[CH:12][N:13]4[CH2:14][CH2:15][CH:16]3[CH2:17][CH2:18]4)[o:9][c:10]12.[CH3:20][OH:21].[CH3:23][OH:24].[NH3:19].[NH3:22]>>[c:2]1([NH2:19])[cH:3][cH:4][cH:5][c:6]2[cH:7][c:8]([C:11]3=[CH:12][N:13]4[CH2:14][CH2:15][CH:16]3[CH2:17][CH2:18]4)[o:9][c:10]12. Starting materials: C[C@@H]1N([C@@H](CCC1)C)CCNC(CN1C(C(CC1)O)=O)=O ((R/S)-cis-N-[2-(2,6-dimethyl-1-piperidinyl)ethyl]-2-(3-hydroxy-2-oxo-1-pyrrolidinyl)acetamide), C(C)(=O)Cl (acetyl chloride). The solvent is C(Cl)(Cl)Cl (chloroform). Product: C[C@@H]1N([C@@H](CCC1)C)CCNC(CN1C(C(CC1)OC(C)=O)=O)=O ((R/S)-cis-N-[2-(2,6-dimethyl-1-piperidinyl)ethyl]-2-(3-acetoxy-2-oxo-1-pyrrolidinyl)acetamide). RXN SMILES: [CH3:1][C@H:2]1[CH2:7][CH2:6][CH2:5][C@@H:4]([CH3:8])[N:3]1[CH2:9][CH2:10][NH:11][C:12](=[O:21])[CH2:13][N:14]1[CH2:18][CH2:17][CH:16]([OH:19])[C:15]1=[O:20].[C:22](Cl)(=[O:24])[CH3:23]>C(Cl)(Cl)Cl>[CH3:8][C@H:4]1[CH2:5][CH2:6][CH2:7][C@@H:2]([CH3:1])[N:3]1[CH2:9][CH2:10][NH:11][C:12](=[O:21])[CH2:13][N:14]1[CH2:18][CH2:17][CH:16]([O:19][C:22](=[O:24])[CH3:23])[C:15]1=[O:20]. Procedure: 2.0 g of (R/S)-cis-N-[2-(2,6-dimethyl-1-piperidinyl)ethyl]-2-(3-hydroxy-2-oxo-1-pyrrolidinyl)acetamide are heated to reflux for 3 hours in 60 ml of chloroform and 1.5 ml of acetyl chloride. After evaporation of the volatile constituents, the residue is treated three times with toluene and in each case again evaporated in vacuo. The residue is chromatographed over aluminum oxide (activity grade III, neutral). The (R/S)-cis-N-[2-(2,6-dimethyl-1-piperidinyl)ethyl]-2-(3-acetoxy-2-oxo-1-pyrrolidinyl)...